This data is from the Open Reaction Database (ORD), a public repository of structured organic reaction records. The task is: describe an organic reaction: reactants, conditions, products, and yield The reactants are C[Al](C)C, Cc1ccccc1, COc1ccc([N+](=O)[O-])cc1C=O, CCCCCC, O. Product: COc1ccc([N+](=O)[O-])cc1C(C)O. As a reaction SMILES: [CH3:14][Al:15]([CH3:16])[CH3:17].[CH3:19][c:20]1[cH:21][cH:22][cH:23][cH:24][cH:25]1.[CH3:1][O:2][c:3]1[c:4]([CH:5]=[O:6])[cH:7][c:8]([N+:11](=[O:12])[O-:13])[cH:9][cH:10]1.[CH3:26][CH2:27][CH2:28][CH2:29][CH2:30][CH3:31].[OH2:18]>>[CH3:1][O:2][c:3]1[c:4]([CH:5]([OH:6])[CH3:14])[cH:7][c:8]([N+:11](=[O:12])[O-:13])[cH:9][cH:10]1. Reagents/catalysts: [Cu]I (copper(I) iodide). The reactants are Cl.N[C@H]([C@H](O)C1=CC2=CC=CC=C2C=C1)C ((1R,2S)-2-amino-1-(naphthalen-2-yl)propan-1-ol hydrochloride), FC1=CC=C(C=C1)N1N=CC2=CC(=CC=C12)I (1-(4-fluorophenyl)-5-iodo-1H-indazole), C([O-])([O-])=O.[Cs+].[Cs+] (Cesium carbonate). Procedure: The subtitle compound was prepared analogous to the method described in Example 19 (step 19a). (1R,2S)-2-amino-1-(naphthalen-2-yl)propan-1-ol hydrochloride (238 mg, 1.00 mmol), 1-(4-fluorophenyl)-5-iodo-1H-indazole (406 mg, 1.20 mmol), Cesium carbonate (979 mg, 3.00 mmol) and copper(I) iodide (38.1 mg, 0.20 mmol) in Butyronitrile (3 mL) was heated for 19 h at +125° C. in a sealed reactiontube flushed with Argon. After final purification by HPLC the obtained material was isolated as a brownish co... Run in C(CCC)#N (Butyronitrile). RXN SMILES: [ClH:1].[NH2:2][C@@H:3]([CH3:16])[C@@H:4]([C:6]1[CH:15]=[CH:14][C:13]2[C:8](=[CH:9][CH:10]=[CH:11][CH:12]=2)[CH:7]=1)[OH:5].[F:17][C:18]1[CH:23]=[CH:22][C:21]([N:24]2[C:32]3[C:27](=[CH:28][C:29](I)=[CH:30][CH:31]=3)[CH:26]=[N:25]2)=[CH:20][CH:19]=1.[C:34](=O)([O-])[O-:35].[Cs+].[Cs+]>C(#N)CCC.[Cu]I>[ClH:1].[F:17][C:18]1[CH:19]=[CH:20][C:21]([N:24]2[C:32]3[C:27](=[CH:28][C:29]([O:5][C@H:4]([C:6]4[CH:15]=[CH:14][C:13]5[C:8](=[CH:9][CH:10]=[CH:11][CH:12]=5)[CH:7]=4)[C@@H:3]([NH2:2])[CH3:16])=[CH:30][CH:31]=3)[CH:26]=[N:25]2)=[CH:22][CH:23]=1.[C:13]([O:35][CH3:34])([CH3:12])([CH3:8])[CH3:14].[ClH:1] |f:0.1,3.4.5,8.9,10.11|. The product is Cl.FC1=CC=C(C=C1)N1N=CC2=CC(=CC=C12)O[C@@H]([C@H](C)N)C1=CC2=CC=CC=C2C=C1 ((1R,2S)-1-(1-(4-fluorophenyl)-1H-indazol-5-yloxy)-1-(naphthalen-2-yl)propan-2-amine hydrochloride), hydrochloride salt, C(C)(C)(C)OC.Cl (tert-butylmethylether HCl). Reactants: C(C1=CC=CC=C1)OC1=CC=C(C=C1)C(C(C(=O)OCC)CC)(C1=CC=CC=C1)O (ethyl 3-(p-benzyloxyphenyl)-2-ethyl-3-hydroxy-3-phenylpropionate). Reagents/catalysts: [Pd] (palladium-charcoal). The solvent is C(C)O (ethanol). Product: C(C)C(C(=O)OCC)C(C1=CC=CC=C1)(C1=CC=C(C=C1)O)O (Ethyl 2-ethyl-3-hydroxy-3-(p-hydroxyphenyl)-3-phenylpropionate). Isolated yield 95.4%. RXN SMILES: C([O:8][C:9]1[CH:14]=[CH:13][C:12]([C:15]([OH:30])([C:24]2[CH:29]=[CH:28][CH:27]=[CH:26][CH:25]=2)[CH:16]([CH2:22][CH3:23])[C:17]([O:19][CH2:20][CH3:21])=[O:18])=[CH:11][CH:10]=1)C1C=CC=CC=1>C(O)C.[Pd]>[CH2:22]([CH:16]([C:15]([OH:30])([C:12]1[CH:11]=[CH:10][C:9]([OH:8])=[CH:14][CH:13]=1)[C:24]1[CH:29]=[CH:28][CH:27]=[CH:26][CH:25]=1)[C:17]([O:19][CH2:20][CH3:21])=[O:18])[CH3:23]. Reported procedure: 8.0 g (0.020 mol) of ethyl 3-(p-benzyloxyphenyl)-2-ethyl-3-hydroxy-3-phenylpropionate were hydrogenated in ethanol solution using palladium-charcoal as catalyst to yield 6.0 g (96%) of the product, mp. 46°-53° C. Starting materials: 467.2, CS(=O)(=O)N (methanesulfonamide), COC(C1=CC(=CC=C1)I)=O (methyl-3-iodobenzoate), ClC1=CC=C(C=C1)[C@@H]1C[C@]12C(NC1=CC=CC=C21)=O ((1S,2S)-2-(4-chlorophenyl)spiro[cyclopropane-1,3′-indolin]-2′-one). Product: ClC1=CC=C(C=C1)[C@@H]1C[C@]12C(N(C1=CC=CC=C21)C=2C=C(C(=O)NS(=O)(=O)C)C=CC2)=O ((1S,2S)-3-(2-(4-chlorophenyl)-2′-oxospiro[cyclopropane-1,3′-indoline]-1′-yl)-N-(methylsulfonyl)benzamide). Reaction SMILES: [CH3:1][S:2]([NH2:5])(=[O:4])=[O:3].CO[C:8](=[O:16])[C:9]1[CH:14]=[CH:13][CH:12]=[C:11](I)[CH:10]=1.[Cl:17][C:18]1[CH:23]=[CH:22][C:21]([C@H:24]2[C@:26]3([C:34]4[C:29](=[CH:30][CH:31]=[CH:32][CH:33]=4)[NH:28][C:27]3=[O:35])[CH2:25]2)=[CH:20][CH:19]=1>>[Cl:17][C:18]1[CH:19]=[CH:20][C:21]([C@H:24]2[C@:26]3([C:34]4[C:29](=[CH:30][CH:31]=[CH:32][CH:33]=4)[N:28]([C:11]4[CH:10]=[C:9]([CH:14]=[CH:13][CH:12]=4)[C:8]([NH:5][S:2]([CH3:1])(=[O:4])=[O:3])=[O:16])[C:27]3=[O:35])[CH2:25]2)=[CH:22][CH:23]=1. Reported procedure: The title compound was prepared in analogy to Example 85 starting from methanesulfonamide, methyl-3-iodobenzoate (commercially available), (1R,2R) and (1S,2S)-2-(4-chlorophenyl)spiro[cyclopropane-1,3′-indolin]-2′-one prepared as in Scheme 1. LC/MS m/e calcd. for C24H19ClN2O4S: 466, observed (M+H)+: 467.2 1H NMR (400 MHz, DMSO-d6) δppm 2.31-2.41 (m, 2 H) 3.37 (s, 3 H) 3.43 (t, J=8.72 Hz, 1 H) 6.90 (d, J=7.83 Hz, 1 H) 7.16 (t, J=7.33 Hz, 1 H) 7.25 (dd, J=7.83, 1.01 Hz, 1 H) 7.27-7.35 (m, 3 H) 7.35... Starting materials: ClC1=C(C=C(C=C1)[N+](=O)[O-])[N+](=O)[O-] (1-chloro-2,4-dinitrobenzene), CN(C=S)C (N,N-dimethylthioformamide), C(C)O (ethanol). Solvent: C=1(C(=CC=CC1)C)C (xylene). Reaction conditions: temperature 60 celsius, time 8 hour. The product is [N+](=O)([O-])C=1C=CC2=C(N=CS2)C1 (5-nitrobenzothiazole). Isolated yield 52.6%. RXN SMILES: Cl[C:2]1[CH:7]=[CH:6][C:5]([N+:8]([O-:10])=[O:9])=[CH:4][C:3]=1[N+:11]([O-])=O.CN(C)[CH:16]=[S:17].C(O)C>C1(C)C(C)=CC=CC=1>[N+:8]([C:5]1[CH:6]=[CH:7][C:2]2[S:17][CH:16]=[N:11][C:3]=2[CH:4]=1)([O-:10])=[O:9]. Procedure: A mixture of 10 g of 1-chloro-2,4-dinitrobenzene and 20.26 g of N,N-dimethylthioformamide is heated to 60° C. for 3 hours. The resulting solid is suspended in 25 mL of xylene and the mixture is heated to reflux for 4 hours. The mixture is allowed to cool to room temperature and 15 mL of ethanol are added. The resulting suspension is filtered, and the brown solid is washed with a minimum amount of ethanol. The solid is dissolved in 120 mL of ethanol, heated to boiling, and filtered hot to remove ... Starting materials: CO (methanol), [Si](C)(C)(C(C)(C)C)OC[C@@H](C(=O)OC)C (Methyl (S)-(+)-3-(t-butyldimethylsilyloxy)-2-methylpropionate), CCCCCC (hexane), [H-].C(C(C)C)[Al+]CC(C)C (diisobutylaluminum hydride), resultant mixture. Solvent: O (water), CCOCC (ether). Reaction conditions: time 5 minute. The product is [Si](C)(C)(C(C)(C)C)OC[C@@H](C=O)C ((S)-(+)-3-(t-butyldimethylsilyloxy)-2-methylpropanal). Yield: 78.5%. As a reaction SMILES: [Si:1]([O:8][CH2:9][C@H:10]([CH3:15])[C:11](OC)=[O:12])([C:4]([CH3:7])([CH3:6])[CH3:5])([CH3:3])[CH3:2].CCCCCC.[H-].C([Al+]CC(C)C)C(C)C.CO>CCOCC.O>[Si:1]([O:8][CH2:9][C@H:10]([CH3:15])[CH:11]=[O:12])([C:4]([CH3:7])([CH3:6])[CH3:5])([CH3:3])[CH3:2] |f:2.3|. Procedure: Methyl (S)-(+)-3-(t-butyldimethylsilyloxy)-2-methylpropionate (1.31 g; 5.6 mmol) was dissolved in anhydrous ether (18.5 ml), and a hexane solution (8.4 ml) of 1M diisobutylaluminum hydride was added dropwise thereto at -78° C. in 5 minutes in an argon stream. After stirring for 30 minutes, methanol (0.09 ml) and then water (0.84 ml) were added thereto, and the resultant mixture was allowed to stand at room temperature, followed by stirring at the same temperature for 1 hour. The reaction mixture... Reactants: FC1(OC2=C(O1)C=CC(=C2)C2(CC2)C(=O)NC2=NC=C(C(=N2)C=2C=NC(=CC2)OC)C)F (1-(2,2-difluorobenzo[d][1,3]dioxol-5-yl)-N-(4-(6-methoxypyridin-3-yl)-5-methylpyrimidin-2-yl)cyclopropanecarboxamide), Cl (HCl). The solvent is O1CCOCC1 (1,4-dioxane). Reaction conditions: temperature 90 celsius, time 1 hour. Product: FC1(OC2=C(O1)C=CC(=C2)C2(CC2)C(=O)NC2=NC=C(C(=N2)C2=CNC(C=C2)=O)C)F (1-(2,2-difluorobenzo[d][1,3]dioxol-5-yl)-N-(5-methyl-4-(6-oxo-1,6-dihydropyridin-3-yl)pyrimidin-2-yl)cyclopropanecarboxamide). RXN SMILES: [F:1][C:2]1([F:32])[O:6][C:5]2[CH:7]=[CH:8][C:9]([C:11]3([C:14]([NH:16][C:17]4[N:22]=[C:21]([C:23]5[CH:24]=[N:25][C:26]([O:29]C)=[CH:27][CH:28]=5)[C:20]([CH3:31])=[CH:19][N:18]=4)=[O:15])[CH2:13][CH2:12]3)=[CH:10][C:4]=2[O:3]1.Cl>O1CCOCC1>[F:32][C:2]1([F:1])[O:6][C:5]2[CH:7]=[CH:8][C:9]([C:11]3([C:14]([NH:16][C:17]4[N:22]=[C:21]([C:23]5[CH:28]=[CH:27][C:26](=[O:29])[NH:25][CH:24]=5)[C:20]([CH3:31])=[CH:19][N:18]=4)=[O:15])[CH2:13][CH2:12]3)=[CH:10][C:4]=2[O:3]1. Reported procedure: To a solution of 1-(2,2-difluorobenzo[d][1,3]dioxol-5-yl)-N-(4-(6-methoxypyridin-3-yl)-5-methylpyrimidin-2-yl)cyclopropanecarboxamide (126 mg, 0.286 mmol) in 1,4-dioxane (1.50 mL), 4 M aqueous HCl (775 μL, 3.10 mmol) was added and stirred at 90° C. for one hour. The reaction was cooled to room temperature, quenched with Et3N and concentrated. The resulting mixture was dissolved in EtOAc and filtered. The solid was dissolved in water and the product was extracted using ethyl acetate (×3). The com... Starting materials: CC(=O)O[BH-](OC(C)=O)OC(C)=O, O=C([O-])O, ClCCl, CC(=O)O, ClC(Cl)Cl, [Mg+2], [Na+], [Na+], O=S(=O)([O-])[O-], O=C1CN(C(=O)OCc2ccccc2)C1, CC(N)c1cccc2ccccc12. Yields the product CC(NC1CN(C(=O)OCc2ccccc2)C1)c1cccc2ccccc12. As a reaction SMILES: [C:35]([O:36][BH-:37]([O:38][C:39](=[O:40])[CH3:41])[O:42][C:43](=[O:44])[CH3:45])(=[O:46])[CH3:47].[C:49](=[O:50])([OH:51])[O-:52].[CH2:54]([Cl:55])[Cl:56].[CH3:61][C:62](=[O:63])[OH:64].[CH:57]([Cl:58])([Cl:59])[Cl:60].[Mg+2:29].[Na+:48].[Na+:53].[O-:30][S:31](=[O:32])(=[O:33])[O-:34].[O:1]=[C:2]1[CH2:3][N:4]([C:6](=[O:7])[O:8][CH2:9][c:10]2[cH:11][cH:12][cH:13][cH:14][cH:15]2)[CH2:5]1.[c:16]1([CH:26]([CH3:27])[NH2:28])[cH:17][cH:18][cH:19][c:20]2[cH:21][cH:22][cH:23][cH:24][c:25]12>>[CH:2]1([NH:28][CH:26]([c:16]2[cH:17][cH:18][cH:19][c:20]3[cH:21][cH:22][cH:23][cH:24][c:25]23)[CH3:27])[CH2:3][N:4]([C:6](=[O:7])[O:8][CH2:9][c:10]2[cH:11][cH:12][cH:13][cH:14][cH:15]2)[CH2:5]1. The reactants are FC1=C2C=C(NC2=CC=C1)C(=O)O (4-Fluoroindole-2-carboxylic acid), C1(=CC=C(C=C1)S(=O)(=O)O)C (4-toluenesulfonic acid). Reaction SMILES: [F:1][C:2]1[CH:10]=[CH:9][CH:8]=[C:7]2[C:3]=1[CH:4]=[C:5]([C:11]([OH:13])=[O:12])[NH:6]2.[C:14]1(C)C=CC(S(O)(=O)=O)=CC=1>CO>[CH3:14][O:12][C:11]([C:5]1[NH:6][C:7]2[C:3]([CH:4]=1)=[C:2]([F:1])[CH:10]=[CH:9][CH:8]=2)=[O:13]. Product: COC(=O)C=1NC2=CC=CC(=C2C1)F (4-Fluoroindole-2-carboxylic acid methyl ester). Procedure: 25 4-Fluoroindole-2-carboxylic acid (0.65 g, 3.40 mmol) was dissolved in methanol (50 ml), and 4-toluenesulfonic acid (1.4 g, 7.36 mmol) was added under nitrogen. The solution was stirred at reflux for 24 hours. Most of the methanol was removed by evaporation, and the residue was dissolved in dicholoromethane (100 ml), washed with saturated sodium carbonate, and the organic layer was separated. The aqueous layer was extracted with dichloromethane (3×50 ml). The combined organic layers were washe... The solvent is CO (methanol). RXN SMILES: [ClH:1].[NH2:2][c:3]1[c:4]([S:9](=[O:10])(=[O:11])[NH2:12])[s:5][c:6]([Cl:8])[cH:7]1.[S:13]=[C:14]=[N:15][CH2:16][c:17]1[cH:18][cH:19][cH:20][cH:21][cH:22]1>>[NH:2]1[c:3]2[c:4]([s:5][c:6]([Cl:8])[cH:7]2)[S:9](=[O:10])(=[O:11])[N:12]=[C:14]1[NH:15][CH2:16][c:17]1[cH:18][cH:19][cH:20][cH:21][cH:22]1. Starting materials: Cl, Nc1cc(Cl)sc1S(N)(=O)=O, S=C=NCc1ccccc1. The product is O=S1(=O)N=C(NCc2ccccc2)Nc2cc(Cl)sc21.